From a dataset of the Open Reaction Database (ORD), a public repository of structured organic reaction records. describe an organic reaction: reactants, conditions, products, and yield Starting materials: BrC=1SC=CN1 (2-bromothiazole), [Si](C)(C)(C(C)(C)C)OC=1C=C(C=O)C=CC1 (3-(tert-butyldimethylsilyloxy)benzaldehyde), C(CCC)[Li] (n-butyllithium), CCCCCC (hexane), ice, CCCCCC (hexane). The solvent is C(C)OCC (diethyl ether), C(C)(=O)OCC (ethyl acetate). Run at temperature -40 celsius, time 15 minute. Yields the product S1C(=NC=C1)C(C1=CC(=CC=C1)O[Si](C)(C)C(C)(C)C)O (a-(2-thiazolyl)-3-((tert-butyldimethylsilyl)oxy)benzyl alcohol). The yield is 26.4%. RXN SMILES: C([Li])CCC.CCCCCC.Br[C:13]1[S:14][CH:15]=[CH:16][N:17]=1.[Si:18]([O:25][C:26]1[CH:27]=[C:28]([CH:31]=[CH:32][CH:33]=1)[CH:29]=[O:30])([C:21]([CH3:24])([CH3:23])[CH3:22])([CH3:20])[CH3:19]>C(OCC)C.C(OCC)(=O)C>[S:14]1[CH:15]=[CH:16][N:17]=[C:13]1[CH:29]([OH:30])[C:28]1[CH:31]=[CH:32][CH:33]=[C:26]([O:25][Si:18]([C:21]([CH3:23])([CH3:22])[CH3:24])([CH3:20])[CH3:19])[CH:27]=1. Reported procedure: A solution of 1.6M n-butyllithium in hexane (206 mL, 0.33 mol) was cooled to -45° C. under nitrogen. A slurry of 2-bromothiazole (50 g, 0.30 mol) in 75 mL of diethyl ether was added in portions, maintaining a temp between -35° C. and -45° C. The resulting dark brown solution was stirred an additional 15 minutes at -40° C. before adding 3-(tert-butyldimethylsilyloxy)benzaldehyde (70.9 g, 0.30 mol, Example 54, infra) dropwise via syringe at a rate to maintain temperature between -25° C. and -35° C...